describe an organic reaction: reactants, conditions, products, and yield From a dataset of the Open Reaction Database (ORD), a public repository of structured organic reaction records. Reactants: CC(N)c1ccccc1, CCO, Oc1ccc2ccccc2c1. The product is CC(Nc1ccc2ccccc2c1)c1ccccc1. As a reaction SMILES: [CH3:12][CH:13]([c:14]1[cH:15][cH:16][cH:17][cH:18][cH:19]1)[NH2:20].[CH3:21][CH2:22][OH:23].[OH:1][c:2]1[cH:3][cH:4][c:5]2[cH:6][cH:7][cH:8][cH:9][c:10]2[cH:11]1>>[c:2]1([NH:20][CH:13]([CH3:12])[c:14]2[cH:15][cH:16][cH:17][cH:18][cH:19]2)[cH:3][cH:4][c:5]2[cH:6][cH:7][cH:8][cH:9][c:10]2[cH:11]1. Starting materials: O=C(n1ccnc1)n1ccnc1, CC(C)N, O=C(O)Cn1c(-c2ccc(Cl)cc2)nc2cccnc21, C1CCOC1. The product is CC(C)NC(=O)Cn1c(-c2ccc(Cl)cc2)nc2cccnc21. Reaction SMILES: [C:21]([n:22]1[cH:23][cH:24][n:25][cH:26]1)([n:27]1[cH:28][cH:29][n:30][cH:31]1)=[O:32].[CH3:33][CH:34]([CH3:35])[NH2:36].[Cl:1][c:2]1[cH:3][cH:4][c:5](-[c:8]2[n:9][c:10]3[c:11]([n:12][cH:13][cH:14][cH:15]3)[n:16]2[CH2:17][C:18](=[O:19])[OH:20])[cH:6][cH:7]1.[O:37]1[CH2:38][CH2:39][CH2:40][CH2:41]1>>[Cl:1][c:2]1[cH:3][cH:4][c:5](-[c:8]2[n:9][c:10]3[c:11]([n:12][cH:13][cH:14][cH:15]3)[n:16]2[CH2:17][C:18](=[O:20])[NH:36][CH:34]([CH3:33])[CH3:35])[cH:6][cH:7]1. Starting materials: FC(C(=O)O)(F)F (trifluoroacetic acid), C(C(C)C)N(C(=O)C=1C=C2C(=C(NC2=CC1)C1=CC(=CC(=C1)C)C)CCN)CC(C)C (3-(2-aminoethyl)-2-(3,5-dimethylphenyl)-1H-indole-5-carboxylic acid diisobutylamide), N1=CC(=CC=C1)CCCC(C)=O (5-pyridin-3-yl-pentan-2-one), C(#N)[BH3-].[Na+] (sodium cyanoborohydride), C([O-])([O-])=O.[K+].[K+] (potassium carbonate), FC(C(=O)O)(F)F (trifluoroacetic acid). Yields the product C(C(C)C)N(C(=O)C=1C=C2C(=C(NC2=CC1)C1=CC(=CC(=C1)C)C)CCNC(CCCC=1C=NC=CC1)C)CC(C)C (2-(3,5-dimethylphenyl)-3-[2-(1-methyl-4-pyridin-3-yl-butylamino)ethyl]-1H-indole-5-carboxylic acid diisobutylamide), amine. Isolated yield 48.5%. Reaction SMILES: [CH2:1]([N:5]([CH2:28][CH:29]([CH3:31])[CH3:30])[C:6]([C:8]1[CH:9]=[C:10]2[C:14](=[CH:15][CH:16]=1)[NH:13][C:12]([C:17]1[CH:22]=[C:21]([CH3:23])[CH:20]=[C:19]([CH3:24])[CH:18]=1)=[C:11]2[CH2:25][CH2:26][NH2:27])=[O:7])[CH:2]([CH3:4])[CH3:3].[N:32]1[CH:37]=[CH:36][CH:35]=[C:34]([CH2:38][CH2:39][CH2:40][C:41](=O)[CH3:42])[CH:33]=1.FC(F)(F)C(O)=O.C([BH3-])#N.[Na+].C(=O)([O-])[O-].[K+].[K+]>>[CH2:1]([N:5]([CH2:28][CH:29]([CH3:31])[CH3:30])[C:6]([C:8]1[CH:9]=[C:10]2[C:14](=[CH:15][CH:16]=1)[NH:13][C:12]([C:17]1[CH:18]=[C:19]([CH3:24])[CH:20]=[C:21]([CH3:23])[CH:22]=1)=[C:11]2[CH2:25][CH2:26][NH:27][CH:41]([CH3:42])[CH2:40][CH2:39][CH2:38][C:34]1[CH:33]=[N:32][CH:37]=[CH:36][CH:35]=1)=[O:7])[CH:2]([CH3:4])[CH3:3] |f:3.4,5.6.7|. Procedure details: To a solution of 3-(2-aminoethyl)-2-(3,5-dimethylphenyl)-1H-indole-5-carboxylic acid diisobutylamide (142 mg in dry methanol) was added 19 mg 5-pyridin-3-yl-pentan-2-one and the pH adjusted to 6 by the addition of trifluoroacetic acid. To this, approximately 10 mg of 3 Å molecular sieves were added followed by 27 mg of sodium cyanoborohydride. The pH was adjusted occasionally with trifluoroacetic acid over 36 hours to maintain pH of 6. The reaction was then quencehed by the addition of aqueous p... Reactants: O=C([O-])[O-], CCCc1cc2c(C(F)(F)F)c(C#N)ccc2[nH]1, CC#N, CCOC(C)=O, FC(F)(F)c1cccc(-c2nc(CCl)no2)c1, [Cs+], [Cs+]. The product is CCCc1cc2c(C(F)(F)F)c(C#N)ccc2n1Cc1noc(-c2cccc(C(F)(F)F)c2)n1. RXN SMILES: [C:36](=[O:37])([O-:38])[O-:39].[CH2:1]([CH2:2][CH3:3])[c:4]1[nH:5][c:6]2[cH:7][cH:8][c:9]([C:17]#[N:18])[c:10]([C:13]([F:14])([F:15])[F:16])[c:11]2[cH:12]1.[CH3:42][C:43]#[N:44].[CH3:45][CH2:46][O:47][C:48]([CH3:49])=[O:50].[Cl:19][CH2:20][c:21]1[n:22][o:23][c:24](-[c:26]2[cH:27][c:28]([C:32]([F:33])([F:34])[F:35])[cH:29][cH:30][cH:31]2)[n:25]1.[Cs+:40].[Cs+:41]>>[CH2:1]([CH2:2][CH3:3])[c:4]1[n:5]([CH2:20][c:21]2[n:22][o:23][c:24](-[c:26]3[cH:27][c:28]([C:32]([F:33])([F:34])[F:35])[cH:29][cH:30][cH:31]3)[n:25]2)[c:6]2[cH:7][cH:8][c:9]([C:17]#[N:18])[c:10]([C:13]([F:14])([F:15])[F:16])[c:11]2[cH:12]1.